This data is from the Open Reaction Database (ORD), a public repository of structured organic reaction records. The task is: describe an organic reaction: reactants, conditions, products, and yield The reactants are C(C)C1=C2C=CC=NC2=NC(=C1)CC (5,7-diethyl-1,8-naphthyridine), [OH-].[NH4+] (ammonium hydroxide), FC(C(=O)O)(F)F (trifluoroacetic acid), N(=O)[O-].[Na+] (sodium nitrite). Conditions: temperature -5 celsius, time 2 hour. The product is C(C)C1=C2C=CC(NC2=NC(=C1)CC)=O (5,7-diethyl-1,8-naphthyridin-2-(1H)-one). RXN SMILES: [CH2:1]([C:3]1[CH:12]=[C:11]([CH2:13][CH3:14])[N:10]=[C:9]2[C:4]=1[CH:5]=[CH:6][CH:7]=[N:8]2)[CH3:2].FC(F)(F)C(O)=[O:18].N([O-])=O.[Na+].[OH-].[NH4+]>>[CH2:1]([C:3]1[CH:12]=[C:11]([CH2:13][CH3:14])[N:10]=[C:9]2[C:4]=1[CH:5]=[CH:6][C:7](=[O:18])[NH:8]2)[CH3:2] |f:2.3,4.5|. Procedure details: To a stirred solution of 2-amino-,5,7-diethyl-1,8-naphthyridine (7.0 g., 0.035 mole) in 45 ml. of trifluoroacetic acid is added sodium nitrite (2.66 g., 0.0385 mole) in small portions over 1 hour at -5° C. The mixture is stirred at -5° C. for 2 hours and for an additional hour at room temperature. The reaction mixture is poured into 300 g. of crushed ice and is made alkaline with a slight excess of concentrated ammonium hydroxide. A yellow solid separates and is filtered and washed with a little... Starting materials: N1CCCCC1 (piperidine), BrCC=1C=C(C(=O)Br)C=CC1 (3-bromomethyl-benzoyl bromide). Run in C1=CC=CC=C1 (benzene), C1=CC=CC=C1 (benzene). Run at temperature 0 celsius, time 3 hour. Product: BrCC=1C=C(C=CC1)C(=O)N1CCCCC1 ((3-(bromomethyl)phenyl)(piperidin-1-yl)methanone). Yield: 41.0%. As a reaction SMILES: [Br:1][CH2:2][C:3]1[CH:4]=[C:5]([CH:9]=[CH:10][CH:11]=1)[C:6](Br)=[O:7].[NH:12]1[CH2:17][CH2:16][CH2:15][CH2:14][CH2:13]1>C1C=CC=CC=1>[Br:1][CH2:2][C:3]1[CH:4]=[C:5]([C:6]([N:12]2[CH2:17][CH2:16][CH2:15][CH2:14][CH2:13]2)=[O:7])[CH:9]=[CH:10][CH:11]=1. Reported procedure: Into a 25 mL round bottom flask was added 3-bromomethyl-benzoyl bromide (1.39 g, 5 mmol) and benzene (5 mL). The flask was cooled to 0° C. with an ice bath and piperidine (852 mg, 2 eq) in benzene (3.3 mL) was added slowly. The reaction was stirred at 0° C. for three hours. The precipitate was removed by filtration on a Buchner funnel. The filtrate was concentrated to an oil which was purified by column chromatography with 20% ethyl acetate in hexanes to give the titled compound as a clear oil (... Reactants: ClCc1ccccc1, [H-], [Na+], CN(C)C=O, O=c1cc(O)c2ccc(O)cc2o1. Product: O=c1cc(OCc2ccccc2)c2ccc(O)cc2o1. RXN SMILES: [Cl:16][CH2:17][c:18]1[cH:19][cH:20][cH:21][cH:22][cH:23]1.[H-:14].[Na+:15].[O:24]=[CH:25][N:26]([CH3:27])[CH3:28].[OH:1][c:2]1[cH:3][c:4](=[O:13])[o:5][c:6]2[cH:7][c:8]([OH:12])[cH:9][cH:10][c:11]12>>[O:1]([c:2]1[cH:3][c:4](=[O:13])[o:5][c:6]2[cH:7][c:8]([OH:12])[cH:9][cH:10][c:11]12)[CH2:17][c:18]1[cH:19][cH:20][cH:21][cH:22][cH:23]1. The reactants are FC(C1=CC(=NC=2N1N=CC2C(=O)O)C2=CC=C(C=C2)C(F)(F)F)F (7-difluoromethyl-5-(4-trifluoromethyl-phenyl)-pyrazolo[1,5-a]pyrimidine-3-carboxylic acid), OCC(C)(CO)NS(=O)(=O)C=1SC(=C(C1)N)Cl (4-amino-5-chloro-thiophene-2-sulfonic acid (2-hydroxy-1-hydroxymethyl-1-methyl-ethyl)-amide). Yields the product ClC=1SC(=CC1NC(=O)C=1C=NN2C1N=C(C=C2C(F)F)C2=CC=C(C=C2)C(F)(F)F)S(NC(CO)(C)CO)(=O)=O (7-Difluoromethyl-5-(4-trifluoromethyl-phenyl)-pyrazolo[1,5-a]pyrimidine-3-carboxylic acid [2-chloro-5-(2-hydroxy-1-hydroxymethyl-1-methyl-ethylsulfamoyl)-thiophen-3-yl]-amide). Reaction SMILES: [F:1][CH:2]([F:25])[C:3]1[N:8]2[N:9]=[CH:10][C:11]([C:12]([OH:14])=O)=[C:7]2[N:6]=[C:5]([C:15]2[CH:20]=[CH:19][C:18]([C:21]([F:24])([F:23])[F:22])=[CH:17][CH:16]=2)[CH:4]=1.[OH:26][CH2:27][C:28]([NH:32][S:33]([C:36]1[S:37][C:38]([Cl:42])=[C:39]([NH2:41])[CH:40]=1)(=[O:35])=[O:34])([CH2:30][OH:31])[CH3:29]>>[Cl:42][C:38]1[S:37][C:36]([S:33](=[O:35])(=[O:34])[NH:32][C:28]([CH2:27][OH:26])([CH3:29])[CH2:30][OH:31])=[CH:40][C:39]=1[NH:41][C:12]([C:11]1[CH:10]=[N:9][N:8]2[C:3]([CH:2]([F:25])[F:1])=[CH:4][C:5]([C:15]3[CH:20]=[CH:19][C:18]([C:21]([F:24])([F:22])[F:23])=[CH:17][CH:16]=3)=[N:6][C:7]=12)=[O:14]. Procedure: The title compound was prepared from 7-difluoromethyl-5-(4-trifluoromethyl-phenyl)-pyrazolo[1,5-a]pyrimidine-3-carboxylic acid (example C.1) and 4-amino-5-chloro-thiophene-2-sulfonic acid (2-hydroxy-1-hydroxymethyl-1-methyl-ethyl)-amide (example B.7) according to general procedure II. Light yellow solid. MS (ISP) 638.0 [(M−H)−]; mp 237° C. Reactants: ClC1=CC=CC2=C1C(N1C(C=3N2C=NC3C(=O)OC(C)(C)C)C=CC1)=O (tert.butyl 8-chloro-11,13a-dihydro-9-oxo-9H-imidazo[1,5-a]pyrrolo[2,1-c][1,4]benzodiazepine-1-carboxylate), OCC1CC1 (hydroxymethyl-cyclopropane). Reagents/catalysts: CCO.CCO.CCO.CCO.[Ti] (tetraethyl orthotitanate). Conditions: time 30 minute. Product: ClC1=CC=CC2=C1C(N1C(C=3N2C=NC3C(=O)OCC3CC3)C=CC1)=O (cyclopropylmethyl 8-chloro-11,13a-dihydro-9-oxo-9H-imidazo[1,5-a]pyrrolo[2,1-c][1,4]benzodiazepine-1-carboxylate). RXN SMILES: [Cl:1][C:2]1[C:7]2[C:8](=[O:26])[N:9]3[CH2:25][CH:24]=[CH:23][CH:10]3[C:11]3[N:12]([CH:13]=[N:14][C:15]=3[C:16]([O:18]C(C)(C)C)=[O:17])[C:6]=2[CH:5]=[CH:4][CH:3]=1.O[CH2:28][CH:29]1[CH2:31][CH2:30]1>CCO.CCO.CCO.CCO.[Ti]>[Cl:1][C:2]1[C:7]2[C:8](=[O:26])[N:9]3[CH2:25][CH:24]=[CH:23][CH:10]3[C:11]3[N:12]([CH:13]=[N:14][C:15]=3[C:16]([O:18][CH2:28][CH:29]3[CH2:31][CH2:30]3)=[O:17])[C:6]=2[CH:5]=[CH:4][CH:3]=1 |f:2.3.4.5.6|. Procedure: 2.0 g (5.4 mmol) of tert.butyl 8-chloro-11,13a-dihydro-9-oxo-9H-imidazo[1,5-a]pyrrolo[2,1-c][1,4]benzodiazepine-1-carboxylate, 0.5 g (2.1 mmol) of tetraethyl orthotitanate and 25 ml of hydroxymethyl-cyclopropane are stirred at 130° for 23 hours, portions each of about 2 ml of solvent being distilled off in vacuo three times. The mixture is subsequently evaporated in vacuo, the residue is treated with water and chloroform, stirred for 30 minutes, filtered over siliceous earth and the organic phas... The reactants are CCOC(=O)c1csc2cc(O)ccc12, CCOC(C)=O, CN1CCCC1=O, [K+], [K+], [K+], Nc1nc(Cl)cc(Cl)n1, O, O=P([O-])([O-])[O-]. Product: CCOC(=O)c1csc2cc(Oc3cc(Cl)nc(N)n3)ccc12. Reaction SMILES: [CH2:1]([CH3:2])[O:3][C:4](=[O:5])[c:6]1[c:7]2[c:8]([s:9][cH:10]1)[cH:11][c:12]([OH:15])[cH:13][cH:14]2.[CH3:33][CH2:34][O:35][C:36]([CH3:37])=[O:38].[CH3:39][N:40]1[CH2:41][CH2:42][CH2:43][C:44]1=[O:45].[K+:30].[K+:31].[K+:32].[NH2:16][c:17]1[n:18][c:19]([Cl:24])[cH:20][c:21]([Cl:23])[n:22]1.[OH2:46].[P:25]([O-:26])([O-:27])([O-:28])=[O:29]>>[CH2:1]([CH3:2])[O:3][C:4](=[O:5])[c:6]1[c:7]2[c:8]([s:9][cH:10]1)[cH:11][c:12]([O:15][c:21]1[cH:20][c:19]([Cl:24])[n:18][c:17]([NH2:16])[n:22]1)[cH:13][cH:14]2. The reactants are C(C)(C)(CC)O (t-amyl alcohol), N1C(CC2=CC=CC=C12)=O (oxindole), NC1=CC=C(C(=O)C2=CC=C(C=C2)N)C=C1 (4,4'-diaminobenzophenone), CC(C)([O-])C.[K+] (potassium-t-butoxide), resultant mixture, Cl (HCl), 4A, resultant mixture. The solvent is O (water). The product is NC1=CC=C(C=C1)C(=C1C(NC2=CC=CC=C12)=O)C1=CC=C(C=C1)N (3-[bis(4-aminophenyl)methylene]-oxindole). Yield: 14.9%. As a reaction SMILES: C(O)(CC)(C)C.[NH:7]1[C:15]2[C:10](=[CH:11][CH:12]=[CH:13][CH:14]=2)[CH2:9][C:8]1=[O:16].[NH2:17][C:18]1[CH:32]=[CH:31][C:21]([C:22]([C:24]2[CH:29]=[CH:28][C:27]([NH2:30])=[CH:26][CH:25]=2)=O)=[CH:20][CH:19]=1.CC(C)([O-])C.[K+].Cl>O>[NH2:17][C:18]1[CH:19]=[CH:20][C:21]([C:22]([C:24]2[CH:29]=[CH:28][C:27]([NH2:30])=[CH:26][CH:25]=2)=[C:9]2[C:10]3[C:15](=[CH:14][CH:13]=[CH:12][CH:11]=3)[NH:7][C:8]2=[O:16])=[CH:31][CH:32]=1 |f:3.4|. Procedure details: To 200 ml of t-amyl alcohol were poured 12.9 g of 97% oxindole, 20.0 g of 4,4'-diaminobenzophenone, and 26.43 g of potassium-t-butoxide. By use of a Molecular Sieves 4A tower which served as a dehydrator, the resultant mixture was refluxed with heat for 12 hours. Thereafter, the reaction mixture was cooled. An aqueous solution prepared by diluting 25 g of 35% HCl with 200 g water was added. The resultant mixture was stirred for 1.5 hours while being cooled with ice, and yellow crystals that prec... Starting materials: CCOC(=O)c1cnc(Cl)nc1C, Cl, [Na+], [OH-], O. The product is Cc1nc(Cl)ncc1C(=O)O. As a reaction SMILES: [Cl:1][c:2]1[n:3][cH:4][c:5]([C:9](=[O:10])[O:11][CH2:12][CH3:13])[c:6]([CH3:8])[n:7]1.[ClH:16].[Na+:15].[OH-:14].[OH2:17]>>[Cl:1][c:2]1[n:3][cH:4][c:5]([C:9](=[O:10])[OH:11])[c:6]([CH3:8])[n:7]1. The reactants are C[C@@H]1CN(C[C@@H](N1)C)C=1C=C(C=NC1)C(=O)OCC (ethyl 5-[(3R,5S)-3,5-dimethyl-1-piperazinyl]-3-pyridinecarboxylate), [OH-].[Li+] (lithium hydroxide). Solvent: O1CCCC1 (tetrahydrofuran). Conditions: time 2 hour. Product: C[C@@H]1CN(C[C@@H](N1)C)C=1C=C(C=NC1)C(=O)O (5-[cis-3,5-Dimethyl-1-piperazinyl]-3-pyridinecarboxylic acid). RXN SMILES: [CH3:1][C@H:2]1[NH:7][C@@H:6]([CH3:8])[CH2:5][N:4]([C:9]2[CH:10]=[C:11]([C:15]([O:17]CC)=[O:16])[CH:12]=[N:13][CH:14]=2)[CH2:3]1.[OH-].[Li+]>O1CCCC1>[CH3:8][C@H:6]1[NH:7][C@@H:2]([CH3:1])[CH2:3][N:4]([C:9]2[CH:10]=[C:11]([C:15]([OH:17])=[O:16])[CH:12]=[N:13][CH:14]=2)[CH2:5]1 |f:1.2|. Procedure details: A solution of ethyl 5-[(3R,5S)-3,5-dimethyl-1-piperazinyl]-3-pyridinecarboxylate (D32) (800 mg, 3 mmol) in tetrahydrofuran (5 ml) was treated with 0.5M lithium hydroxide (12 ml, 6 mmol). The mixture was stirred at room temperature for 2 hours. The reaction was quenched with acetic acid (1 ml). The solvent was evaporated and the residue purified on SCX eluting with 2M ammonia in methanol to give the title compound (D33). MS (ES+) m/e 236 [M+H]+.